This data is from the Open Reaction Database (ORD), a public repository of structured organic reaction records. The task is: describe an organic reaction: reactants, conditions, products, and yield The reactants are CCOC(C)=O, COC(=O)c1c(-c2cnc(OC)cn2)sc(Br)c1NC(=O)OCc1ccccc1, CCO, ClCCl. The product is COC(=O)c1c(NC(=O)OCc2ccccc2)csc1-c1cnc(OC)cn1. As a reaction SMILES: [C:33]([O:34][CH2:35][CH3:36])(=[O:37])[CH3:38].[CH2:1]([c:2]1[cH:3][cH:4][cH:5][cH:6][cH:7]1)[O:8][C:9](=[O:10])[NH:11][c:12]1[c:13]([C:26](=[O:27])[O:28][CH3:29])[c:14](-[c:18]2[n:19][cH:20][c:21]([O:24][CH3:25])[n:22][cH:23]2)[s:15][c:16]1[Br:17].[CH2:39]([OH:40])[CH3:41].[Cl:30][CH2:31][Cl:32]>>[CH2:1]([c:2]1[cH:3][cH:4][cH:5][cH:6][cH:7]1)[O:8][C:9](=[O:10])[NH:11][c:12]1[c:13]([C:26](=[O:27])[O:28][CH3:29])[c:14](-[c:18]2[n:19][cH:20][c:21]([O:24][CH3:25])[n:22][cH:23]2)[s:15][cH:16]1. Starting materials: BrNC(CCC(=O)N)=O (N-bromosuccinamide), [N+](=O)([O-])C1=CC=C2C=CNC2=C1 (6-nitroindole). The solvent is O1CCCC1 (tetrahydrofuran). Conditions: time 18 hour. The product is BrC1=CNC2=CC(=CC=C12)[N+](=O)[O-] (3-bromo-6-nitro-1H-indole). Yield: 86.0%. As a reaction SMILES: [Br:1]NC(=O)CCC(N)=O.[N+:10]([C:13]1[CH:21]=[C:20]2[C:16]([CH:17]=[CH:18][NH:19]2)=[CH:15][CH:14]=1)([O-:12])=[O:11]>O1CCCC1>[Br:1][C:17]1[C:16]2[C:20](=[CH:21][C:13]([N+:10]([O-:12])=[O:11])=[CH:14][CH:15]=2)[NH:19][CH:18]=1. Reported procedure: Add N-bromosuccinamide (NBS) to 6-nitroindole 1 (22.72 g, 140.12 mmol) dissolved in tetrahydrofuran (600 mL) and allow the resulting mixture to stir for 18 hours. Quench the reaction mixture with saturated aqueous sodium thiosulfate solution (600 mL), dilute with ethyl acetate (EtOAc) (600 mL), and separate the layers. Sequentially, wash the organic layer with saturated aqueous sodium bisulfate (100 mL), saturated aqueous sodium bicarbonate (100 mL), water (100 mL), and brine (100 mL). Dry the r... As a reaction SMILES: [CH3:1][O:2][C:3]([C:5]1[CH:14]=[CH:13][C:12]2[C:11](=[O:15])[CH2:10][CH2:9][CH2:8][C:7]=2[CH:6]=1)=[O:4].[O:16]1[CH:20]=[CH:19][C:18]([CH:21]=O)=[CH:17]1>>[O:16]1[CH:20]=[CH:19][C:18]([CH:21]=[C:10]2[CH2:9][CH2:8][C:7]3[CH:6]=[C:5]([C:3]([O:2][CH3:1])=[O:4])[CH:14]=[CH:13][C:12]=3[C:11]2=[O:15])=[CH:17]1. The product is O1C=C(C=C1)C=C1C(C=2C=CC(=CC2CC1)C(=O)OC)=O (methyl 6-(3-furylmethylene)-5-oxo-5,6,7,8-tetrahydronaphthalene-2-carboxylate). Procedure details: The title compound was prepared from 5-oxo-5,6,7,8-tetrahydronaphtalene-2-carboxylic acid methyl ester (396 mg, 1.9 mmol) and 3-furaldehyde (192 mg, 2.0 mmol) according to Method A3 in 80% yield. ES-MS m/z 283 (M+H) Reactants: COC(=O)C1=CC=2CCCC(C2C=C1)=O (5-oxo-5,6,7,8-tetrahydronaphtalene-2-carboxylic acid methyl ester), O1C=C(C=C1)C=O (3-furaldehyde). Isolated yield 80.0%. Starting materials: NCCC=1N(C=CC1)C (2-(2-aminoethyl)-1-methylpyrrole), S1C(=CC=C1)S(=O)(=O)Cl (2-thienylsulphonylchloride). The product is S1C(=CC=C1)S(=O)(=O)NCCC=1N(C=CC1)C (2-[2-(2-Thienylsulphonylamino)-ethyl]-1-methylpyrrole). As a reaction SMILES: [NH2:1][CH2:2][CH2:3][C:4]1[N:5]([CH3:9])[CH:6]=[CH:7][CH:8]=1.[S:10]1[CH:14]=[CH:13][CH:12]=[C:11]1[S:15](Cl)(=[O:17])=[O:16]>>[S:10]1[CH:14]=[CH:13][CH:12]=[C:11]1[S:15]([NH:1][CH2:2][CH2:3][C:4]1[N:5]([CH3:9])[CH:6]=[CH:7][CH:8]=1)(=[O:17])=[O:16]. Reported procedure: Prepared from 2-(2-aminoethyl)-1-methylpyrrole and 2-thienylsulphonylchloride analogously to Example A. The reactants are C(C)(C)(C)OC(=O)N1CC(C1)C(=O)O (1-(tert-butoxycarbonyl)azetidine-3-carboxylic acid), C=1C=CC2=C(C1)N=NN2O (HOBt), CCN=C=NCCCN(C)C.Cl (EDC.HCl), NC(CCCCCC(CC)=O)C=1OC(=CN1)C=1C(N(C2=CC=CC=C2C1)C)=O (3-(2-(1-amino-7-oxononyl)oxazol-5-yl)-1-methylquinolin-2(1 H)-one). The solvent is CN(C)C=O (DMF), C(Cl)Cl (DCM). The product is CN1C(C(=CC2=CC=CC=C12)C1=CN=C(O1)[C@H](CCCCCC(CC)=O)NC(=O)C1CN(C1)C(=O)OC(C)(C)C)=O ((S)-tert-butyl 3-((1-(5-(1-methyl-2-oxo-1,2-dihydroquinolin-3-yl)oxazol-2-yl)-7-oxononyl)carbamoyl)azetidine-1-carboxylate). As a reaction SMILES: [C:1]([O:5][C:6]([N:8]1[CH2:11][CH:10]([C:12]([OH:14])=O)[CH2:9]1)=[O:7])([CH3:4])([CH3:3])[CH3:2].C1C=CC2N(O)N=NC=2C=1.CCN=C=NCCCN(C)C.Cl.[NH2:37][CH:38]([C:48]1[O:49][C:50]([C:53]2[C:54](=[O:64])[N:55]([CH3:63])[C:56]3[C:61]([CH:62]=2)=[CH:60][CH:59]=[CH:58][CH:57]=3)=[CH:51][N:52]=1)[CH2:39][CH2:40][CH2:41][CH2:42][CH2:43][C:44](=[O:47])[CH2:45][CH3:46]>CN(C=O)C.C(Cl)Cl>[CH3:63][N:55]1[C:56]2[C:61](=[CH:60][CH:59]=[CH:58][CH:57]=2)[CH:62]=[C:53]([C:50]2[O:49][C:48]([C@@H:38]([NH:37][C:12]([CH:10]3[CH2:9][N:8]([C:6]([O:5][C:1]([CH3:2])([CH3:3])[CH3:4])=[O:7])[CH2:11]3)=[O:14])[CH2:39][CH2:40][CH2:41][CH2:42][CH2:43][C:44](=[O:47])[CH2:45][CH3:46])=[N:52][CH:51]=2)[C:54]1=[O:64] |f:2.3|. Reported procedure: A solution of 1-(tert-butoxycarbonyl)azetidine-3-carboxylic acid (1.3 eq), HOBt (1.3 eq) and EDC.HCl (1.3 eq) in DMF (premixed for 10 min) was added to S)-3-(2-(1-amino-7-oxononyl)oxazol-5-yl)-1-methylquinolin-2(1 H)-one (1 eq), obtained as described above. The mixture was stirred o/n at room temperature. The reaction mixture was diluted with DCM, washed with sat. aq. NaHCO3 solution, brine, dried (Na2SO4), filtered and concentrated. The mixture was purified by flash chromatography on silica, el... Starting materials: C(C)(=O)O[C@@H](C=O)[C@@H](OC(C)=O)[C@H](OC(C)=O)[C@H](OC(C)=O)COC(C)=O (glucose pentaacetate), C=1(C(O)=CC=C(CC=C)C1)OC (eugenol), 4A, 4A. Run in C1(=CC=CC=C1)C (toluene). Conditions: time 1 hour. Yields the product COC1=C(C=CC(=C1)CC=C)O[C@H]2[C@@H]([C@H]([C@@H]([C@H](O2)CO)O)O)O (Eugenyl Glucoside). The yield is 36.8%. As a reaction SMILES: C([O:4][C@H:5]([C@H:8]([C@@H:13]([C@@H:18]([CH2:23][O:24][C:25](=O)[CH3:26])[O:19]C(=O)C)[O:14]C(=O)C)[O:9]C(=O)C)[CH:6]=[O:7])(=O)C.[C:28]1([O:38][CH3:39])[C:29](=[CH:31][CH:32]=[C:33]([CH:37]=1)[CH2:34]C=C)O>C1(C)C=CC=CC=1>[CH3:39][O:38][C:28]1[CH:37]=[C:33]([CH2:32][CH:31]=[CH2:29])[CH:34]=[CH:26][C:25]=1[O:24][C@@H:23]1[O:4][C@H:5]([CH2:6][OH:7])[C@@H:8]([OH:9])[C@H:13]([OH:14])[C@H:18]1[OH:19]. Procedure: 8.0 g of glucose pentaacetate were dissolved in 40 ml of absolute toluene, to which 3.28 g of eugenol and 2.0 g of molecular sieves 4A were then added. The mixture was stirred for about one hour. Next, 1 ml of a boron trifluoridediethyl ether complex was added to the mixture. Stirring was further continued for a day and night. After the end of the reaction, molecular sieves 4A was filtered off. The filtrate was washed twice with each 50 ml of a 0.5N aqueous solution of potassium hydroxide to rem...